Dataset: the Open Reaction Database (ORD), a public repository of structured organic reaction records. Task: describe an organic reaction: reactants, conditions, products, and yield Reactants: [I-].[Na+] (sodium iodide), C([O-])([O-])=O.[Na+].[Na+] (sodium carbonate), ClC=1C=C2C(=CNC2=CC1)CCNC(C1=CC(=CC=C1)CCl)=O (N-(2-(5-chloro-1H-indol-3-yl)ethyl)-3-(chloromethyl)benzamide), COC1=CC=C(C=C1)B(O)O (4-methoxyphenylboronic acid). Reagents/catalysts: C=1C=CC(=CC1)[P](C=2C=CC=CC2)(C=3C=CC=CC3)[Pd]([P](C=4C=CC=CC4)(C=5C=CC=CC5)C=6C=CC=CC6)([P](C=7C=CC=CC7)(C=8C=CC=CC8)C=9C=CC=CC9)[P](C=1C=CC=CC1)(C=1C=CC=CC1)C=1C=CC=CC1 (tetrakis(triphenylphosphine)palladium(0)). The solvent is O (water), C(OC)COC (dimethoxyethane). The product is eluent, ClC=1C=C2C(=CNC2=CC1)CCNC(C1=CC(=CC=C1)CC1=CC=C(C=C1)OC)=O (N-(2-(5-Chloro-1H-indol-3-yl)ethyl)-3-(4-methoxybenzyl)benzamide). Yield: 33.2%. As a reaction SMILES: [Cl:1][C:2]1[CH:3]=[C:4]2[C:8](=[CH:9][CH:10]=1)[NH:7][CH:6]=[C:5]2[CH2:11][CH2:12][NH:13][C:14](=[O:23])[C:15]1[CH:20]=[CH:19][CH:18]=[C:17]([CH2:21]Cl)[CH:16]=1.[CH3:24][O:25][C:26]1[CH:31]=[CH:30][C:29](B(O)O)=[CH:28][CH:27]=1.C(=O)([O-])[O-].[Na+].[Na+].[I-].[Na+]>C(COC)OC.O.C1C=CC([P]([Pd]([P](C2C=CC=CC=2)(C2C=CC=CC=2)C2C=CC=CC=2)([P](C2C=CC=CC=2)(C2C=CC=CC=2)C2C=CC=CC=2)[P](C2C=CC=CC=2)(C2C=CC=CC=2)C2C=CC=CC=2)(C2C=CC=CC=2)C2C=CC=CC=2)=CC=1>[Cl:1][C:2]1[CH:3]=[C:4]2[C:8](=[CH:9][CH:10]=1)[NH:7][CH:6]=[C:5]2[CH2:11][CH2:12][NH:13][C:14](=[O:23])[C:15]1[CH:20]=[CH:19][CH:18]=[C:17]([CH2:21][C:29]2[CH:30]=[CH:31][C:26]([O:25][CH3:24])=[CH:27][CH:28]=2)[CH:16]=1 |f:2.3.4,5.6,^1:53,55,74,93|. Procedure details: N-(2-(5-Chloro-1H-indol-3-yl)ethyl)-3-(4-methoxybenzyl)benzamide was prepared according to method B with N-(2-(5-chloro-1H-indol-3-yl)ethyl)-3-(chloromethyl)benzamide (0.075 g; 0.216 mmol), 4-methoxyphenylboronic acid (0.034 g; 0.220 mmol), tetrakis(triphenylphosphine)palladium(0) (0.013 g; 0.011 mmol), sodium carbonate (0.045 g; 0.431 mmol), sodium iodide (0.064 g; 0.431 mmol), in dimethoxyethane (3 mL) and water (1 mL), irradiated in a microwave oven at 130° C. for 15 minutes. Flash chromatogr... Reactants: ClC1=C(C=C(C=N1)C1=C(N=C(S1)NC(C)=O)C)NS(=O)(=O)C1=C(N=C(S1)C)C (N-{5-[6-chloro-5-(2,4-dimethyl-1,3-thiazol-5-ylsulfonamido)pyridin-3-yl]-4-methyl-1,3-thiazol-2-yl}acetamide), Cl (hydrochloric acid). The product is NC=1SC(=C(N1)C)C=1C=C(C(=NC1)Cl)NS(=O)(=O)C1=C(N=C(S1)C)C (N-[5-(2-Amino-4-methyl-1,3-thiazol-5-yl)-2-chloropyridin-3-yl]-2,4-dimethyl-1,3-thiazole-5-sulfonamide). RXN SMILES: [Cl:1][C:2]1[N:7]=[CH:6][C:5]([C:8]2[S:12][C:11]([NH:13]C(=O)C)=[N:10][C:9]=2[CH3:17])=[CH:4][C:3]=1[NH:18][S:19]([C:22]1[S:26][C:25]([CH3:27])=[N:24][C:23]=1[CH3:28])(=[O:21])=[O:20].Cl>>[NH2:13][C:11]1[S:12][C:8]([C:5]2[CH:4]=[C:3]([NH:18][S:19]([C:22]3[S:26][C:25]([CH3:27])=[N:24][C:23]=3[CH3:28])(=[O:21])=[O:20])[C:2]([Cl:1])=[N:7][CH:6]=2)=[C:9]([CH3:17])[N:10]=1. Procedure: Using an analogous procedure to that described in Example 61, N-{5-[6-chloro-5-(2,4-dimethyl-1,3-thiazol-5-ylsulfonamido)pyridin-3-yl]-4-methyl-1,3-thiazol-2-yl}acetamide was hydrolysed with aqueous hydrochloric acid solution to give the title compound; 1H NMR Spectrum: (DMSOd6) 2.18 (s, 3H), 2.35 (s, 3H), 2.61 (s, 3H), 7.30 (s, 2H), 7.64 (d, 11H), 8.22 (s, 1H), 10.80 (br s, 1H); Mass Spectrum: M+H+ 416.